From a dataset of the Open Reaction Database (ORD), a public repository of structured organic reaction records. describe an organic reaction: reactants, conditions, products, and yield The reactants are C(C)(C)(C)OC(=O)N([C@@H](CCC(C#CC(=O)OC(C)(C)C)O)C(=O)OC(C)(C)C)C(=O)OC(C)(C)C ((7S)-di-tert-butyl 7-(bis(tert-butoxycarbonyl)amino)-4-hydroxyoct-2-ynedioate). The reagents and catalysts are [Pd] (palladium on carbon). Run in C(C)(=O)OCC (ethyl acetate). Conditions: time 8 hour. The product is C(C)(C)(C)OC(=O)N([C@H](C(=O)OC(C)(C)C)CCC(CCC(=O)OC(C)(C)C)O)C(=O)OC(C)(C)C ((2S)-di-tert-butyl 2-(bis(tert-butoxycarbonyl)amino)-5-hydroxyoctanedioate). Isolated yield 96.6%. RXN SMILES: [C:1]([O:5][C:6]([N:8]([C:30]([O:32][C:33]([CH3:36])([CH3:35])[CH3:34])=[O:31])[C@H:9]([C:23]([O:25][C:26]([CH3:29])([CH3:28])[CH3:27])=[O:24])[CH2:10][CH2:11][CH:12]([OH:22])[C:13]#[C:14][C:15]([O:17][C:18]([CH3:21])([CH3:20])[CH3:19])=[O:16])=[O:7])([CH3:4])([CH3:3])[CH3:2]>[Pd].C(OCC)(=O)C>[C:1]([O:5][C:6]([N:8]([C:30]([O:32][C:33]([CH3:36])([CH3:35])[CH3:34])=[O:31])[C@@H:9]([CH2:10][CH2:11][CH:12]([OH:22])[CH2:13][CH2:14][C:15]([O:17][C:18]([CH3:21])([CH3:20])[CH3:19])=[O:16])[C:23]([O:25][C:26]([CH3:29])([CH3:28])[CH3:27])=[O:24])=[O:7])([CH3:2])([CH3:3])[CH3:4]. Procedure details: A 25-mL round bottom (RB) flask was purged with nitrogen and charged with (7S)-di-tert-butyl 7-(bis(tert-butoxycarbonyl)amino)-4-hydroxyoct-2-ynedioate (0.04 g, 0.08 mmol), ethyl acetate (5 mL) and 5% palladium on carbon (˜2.0 mg dry weight). The RB flask was evacuated, charged with hydrogen gas in a balloon (to a pressure of 13 psi or approximately 1.0 atmosphere pressure) and stirred for an overnight at room temperature. After this time, the hydrogen was evacuated and nitrogen charged into the... RXN SMILES: [Br:1][C:2]1[CH:3]=[C:4]([O:14][C@@H:15]([C@@H:17]2[CH2:21][C:20](=[O:22])[N:19]([C@@H:23]([C:25]3[CH:30]=[CH:29][C:28]([O:31][CH3:32])=[CH:27][CH:26]=3)[CH3:24])[CH2:18]2)[CH3:16])[C:5]2[N:6]([N:8]=[CH:9][C:10]=2/[CH:11]=[N:12]/O)[CH:7]=1>C(OC(=O)C)(=O)C>[Br:1][C:2]1[CH:3]=[C:4]([O:14][C@@H:15]([C@@H:17]2[CH2:21][C:20](=[O:22])[N:19]([C@@H:23]([C:25]3[CH:26]=[CH:27][C:28]([O:31][CH3:32])=[CH:29][CH:30]=3)[CH3:24])[CH2:18]2)[CH3:16])[C:5]2[N:6]([N:8]=[CH:9][C:10]=2[C:11]#[N:12])[CH:7]=1. Product: BrC=1C=C(C=2N(C1)N=CC2C#N)O[C@H](C)[C@H]2CN(C(C2)=O)[C@H](C)C2=CC=C(C=C2)OC (6-bromo-4-((R)-1-((R)-1-((R)-1-(4-methoxyphenyl)ethyl)-5-oxopyrrolidin-3-yl)ethoxy)pyrazolo[1,5-a]pyridine-3-carbonitrile). Procedure details: To an appropriate sized microwave vial, crude (E)-6-bromo-4-((R)-1-((R)-1-((R)-1-(4-methoxyphenyl)ethyl)-5-oxopyrrolidin-3-yl)ethoxy)pyrazolo[1,5-a]pyridine-3-carbaldehyde oxime (511 mg, 1.02 mmol) was heated in acetic anhydride (5.0 mL) at 100° C. for 24 h. The reaction was concentrated under reduced pressure, neutralized with a saturated aqueous solution of sodium bicarbonate and extracted with ethyl acetate. The combined organic layers were washed with brine, dried, filtered and concentrated ... Run in C(C)(=O)OC(C)=O (acetic anhydride). Reactants: BrC=1C=C(C=2N(C1)N=CC2/C=N/O)O[C@H](C)[C@H]2CN(C(C2)=O)[C@H](C)C2=CC=C(C=C2)OC ((E)-6-bromo-4-((R)-1-((R)-1-((R)-1-(4-methoxyphenyl)ethyl)-5-oxopyrrolidin-3-yl)ethoxy)pyrazolo[1,5-a]pyridine-3-carbaldehyde oxime). Starting materials: BrC1=CC(=CC=C1)F (1-bromo-3-fluorobenzene), [Li]CCCC (n-BuLi), O (water), FC=1C=C(C=O)C=CC1 (3-fluorobenzaldehyde). Run in O1CCCC1 (tetrahydrofuran). Reaction conditions: time 20 minute. Yields the product FC=1C=C(C=CC1)C(O)C1=CC(=CC=C1)F (bis(3-fluorophenyl)methanol). The yield is 80.3%. As a reaction SMILES: Br[C:2]1[CH:7]=[CH:6][CH:5]=[C:4]([F:8])[CH:3]=1.[Li]CCCC.[F:14][C:15]1[CH:16]=[C:17]([CH:20]=[CH:21][CH:22]=1)[CH:18]=[O:19].O>O1CCCC1>[F:8][C:4]1[CH:3]=[C:2]([CH:18]([C:17]2[CH:20]=[CH:21][CH:22]=[C:15]([F:14])[CH:16]=2)[OH:19])[CH:7]=[CH:6][CH:5]=1. Procedure: To a solution of 1-bromo-3-fluorobenzene (10.0 g, 57.1 mmol) in tetrahydrofuran (100 mL) was added n-BuLi (1.6M, 35.7 mL, 62.8 mmol) at −78° C. and the mixture was stirred at that temperature for 20 minutes. To the mixture was added 3-fluorobenzaldehyde (7.80 g, 62.8 mmol) and the resulting mixture was stirred at room temperature for 30 minutes. To this mixture was added water and the product was extracted with ethyl acetate. The extract was washed with water, dried over MgSO4, and filtered. The... The reactants are FC=1C=CC(=NC1C)NC(=O)C1=NC(=CC=C1NC=1C=NC=CC1)C (6-Methyl-3-(pyridin-3-ylamino)-pyridine-2-carboxylic acid (5-fluoro-6-methyl-pyridin-2-yl)-amide), BrC=1C=NC=CC1C (3-Bromo-4-methylpyridine). Yields the product FC=1C=CC(=NC1C)NC(=O)C1=NC(=CC=C1NC=1C=NC=CC1C)C (6-Methyl-3-(4-methyl-pyridin-3-ylamino)-pyridine-2-carboxylic acid (5-fluoro-6-methyl-pyridin-2-yl)-amide). Procedure: The title compound, was prepared from 3-Amino-6-methyl-pyridine-2-carboxylic acid (5-fluoro-6-methyl-pyridin-2-yl)-amide (example 11) and 3-Bromo-4-methylpyridine in accordance with the general method of example 20 to yield the final compound as a light yellow crystalline solid, MS (ISP): m/e=352.0 (M+H+). RXN SMILES: [F:1][C:2]1[CH:3]=[CH:4][C:5]([NH:9][C:10]([C:12]2[C:17]([NH:18][C:19]3[CH:20]=[N:21][CH:22]=[CH:23][CH:24]=3)=[CH:16][CH:15]=[C:14]([CH3:25])[N:13]=2)=[O:11])=[N:6][C:7]=1[CH3:8].Br[C:27]1C=NC=CC=1C>>[F:1][C:2]1[CH:3]=[CH:4][C:5]([NH:9][C:10]([C:12]2[C:17]([NH:18][C:19]3[CH:20]=[N:21][CH:22]=[CH:23][C:24]=3[CH3:27])=[CH:16][CH:15]=[C:14]([CH3:25])[N:13]=2)=[O:11])=[N:6][C:7]=1[CH3:8]. Reactants: BrC1=NC2=CC(=C(C=C2C=C1CBr)C)Cl (2-bromo-3-bromomethyl-7-chloro-6-methylquinoline), C(C)OP(OCC)OCC (triethylphosphite). Run in C1(=CC=CC=C1)C (toluene). Product: BrC1=NC2=CC(=C(C=C2C=C1CP(=O)(OCC)OCC)C)Cl (2-bromo-7-chloro-3-diethylphosphonomethyl-6-methylquinoline). RXN SMILES: [Br:1][C:2]1[C:11]([CH2:12]Br)=[CH:10][C:9]2[C:4](=[CH:5][C:6]([Cl:15])=[C:7]([CH3:14])[CH:8]=2)[N:3]=1.[CH2:16]([O:18][P:19]([O:23]CC)[O:20][CH2:21][CH3:22])[CH3:17]>C1(C)C=CC=CC=1>[Br:1][C:2]1[C:11]([CH2:12][P:19]([O:20][CH2:21][CH3:22])([O:18][CH2:16][CH3:17])=[O:23])=[CH:10][C:9]2[C:4](=[CH:5][C:6]([Cl:15])=[C:7]([CH3:14])[CH:8]=2)[N:3]=1. Procedure details: A mixture of 2-bromo-3-bromomethyl-7-chloro-6-methylquinoline (4.2 g, 12 mmol), toluene (50 ml) and triethylphosphite (4.2 ml) was refluxed for 20 h. After cooling the solution was concentrated in vacuum and the product precipitated by the addition of hexane. The crystals were filtered off, washed with hexane and dried in vacuo to give 4.5 g of 2-bromo-7-chloro-3-diethylphosphonomethyl-6-methylquinoline.